This data is from the Open Reaction Database (ORD), a public repository of structured organic reaction records. The task is: describe an organic reaction: reactants, conditions, products, and yield The reactants are CC1=C(NC(=C1C(=O)NCCNCC)C)\C=C\1/C(N(C2=CC=CC=C12)CN1CCCC1)=O ((3Z)-3-{[3,5-dimethyl-4-(2-ethylaminoethylaminocarbonyl)-1H-pyrrol-2-yl]-methylidene}-1-(1-pyrrolidinylmethyl)-1,3-dihydro-2H-indol-2-one), CC1=C(NC(=C1)C)\C=C\1/C(N(C2=CC=CC=C12)CN1CCN(CC1)C)=O ((3Z)-3-[(3,5-dimethyl-1H-pyrrol-2-yl)-methylidene]-1-(4-methylpiperazin-1-ylmethyl)-1,3-dihydro-2H-indol-2-one), CC1=C(NC(=C1C(=O)NCCN(CC)CC)C)\C=C\1/C(N(C2=CC=CC=C12)CN1CCCC1)=O ((3Z)-3-{[3,5-dimethyl-4-(2-diethylaminoethylaminocarbonyl)-1H-pyrrol-2-yl]-methylidene}-1-(1-pyrrolidinylmethyl)-1,3-dihydro-2H-indol-2-one), 1-({(3Z)-3-[(3,5-dimethyl-1H-pyrrol-2-yl)-methylidene]-2-oxo-1,3-dihydro-1H-indol-1-yl}methyl)pyridinium chloride, CC1=C(NC(=C1)C)\C=C\1/C(N(C2=CC=CC=C12)CN1[C@@H](CCC1)CO)=O ((3Z)-3-[(3,5-dimethyl-1H-pyrrol-2-yl)-methylidene]-1-[2(S)-hydroxymethyl-1-pyrrolidinylmethyl)-1,3-dihydro-2H-indol-2-one), CC1=C(NC(=C1)C)\C=C\1/C(N(C2=CC=CC=C12)CN1[C@@H](CCC1)C(=O)O)=O ((3Z)-3-[(3,5-dimethyl-1H-pyrrol-2-yl)-methylidene]-1-[2(S)-carboxy-1-pyrrolidinylmethyl)-1,3-dihydro-2H-indol-2-one), CC1=C(NC(=C1C(=O)NCC(CN1CCOCC1)O)C)\C=C\1/C(N(C2=CC=CC=C12)CN1CCCC1)=O ((3Z)-3-{[3,5-dimethyl-4-(3-morpholin-4-yl-2-hydroxypropylaminocarbonyl)-1H-pyrrol-2-yl]-methylidene}-1-(1-pyrrolidinylmethyl)-1,3-dihydro-2H-indol-2-one). Yields the product CC1=C(NC(=C1)C)\C=C\1/C(N(C2=CC=CC=C12)CN1CCCC1)=O ((3Z)-3-[(3,5-dimethyl-1H-pyrrol-2-yl)-methylidene]-1-(1-pyrrolidinylmethyl)-1,3-dihydro-2H-indol-2-one). RXN SMILES: [CH3:1][C:2]1[CH:6]=[C:5]([CH3:7])[NH:4][C:3]=1/[CH:8]=[C:9]1\[C:10](=[O:26])[N:11]([CH2:18][N:19]2[CH2:24][CH2:23]N(C)[CH2:21][CH2:20]2)[C:12]2[C:17]\1=[CH:16][CH:15]=[CH:14][CH:13]=2.CC1C=C(C)NC=1/C=C1\C(=O)N(CN2CCC[C@H]2CO)C2C\1=CC=CC=2.CC1C=C(C)NC=1/C=C1\C(=O)N(CN2CCC[C@H]2C(O)=O)C2C\1=CC=CC=2.CC1C(C(NCCN(CC)CC)=O)=C(C)NC=1/C=C1\C(=O)N(CN2CCCC2)C2C\1=CC=CC=2.CC1C(C(NCCNCC)=O)=C(C)NC=1/C=C1\C(=O)N(CN2CCCC2)C2C\1=CC=CC=2.CC1C(C(NCC(O)CN2CCOCC2)=O)=C(C)NC=1/C=C1\C(=O)N(CN2CCCC2)C2C\1=CC=CC=2>>[CH3:1][C:2]1[CH:6]=[C:5]([CH3:7])[NH:4][C:3]=1/[CH:8]=[C:9]1\[C:10](=[O:26])[N:11]([CH2:18][N:19]2[CH2:24][CH2:23][CH2:21][CH2:20]2)[C:12]2[C:17]\1=[CH:16][CH:15]=[CH:14][CH:13]=2. Procedure: (3Z)-3-[(3,5-dimethyl-1H-pyrrol-2-yl)-methylidene]-1-(4-methylpiperazin-1-ylmethyl)-1,3-dihydro-2H-indol-2-one; (3Z)-3-[(3,5-dimethyl-1H-pyrrol-2-yl)-methylidene]-1-[2(S)-hydroxymethyl-1-pyrrolidinylmethyl)-1,3-dihydro-2H-indol-2-one; (3Z)-3-[(3,5-dimethyl-1H-pyrrol-2-yl)-methylidene]-1-[2(S)-carboxy-1-pyrrolidinylmethyl)-1,3-dihydro-2H-indol-2-one; (3Z)-3-{[3,5-dimethyl-4-(2-diethylaminoethylaminocarbonyl)-1H-pyrrol-2-yl]-methylidene}-1-(1-pyrrolidinylmethyl)-1,3-dihydro-2H-indol-2-one; (3Z)-3-... Reactants: BrCC=1SC=C(N1)C#N (2-Bromomethyl-thiazole-4-carbonitrile), [N-]=[N+]=[N-].[Na+] (sodium azide). Run in CN(C)C=O (DMF), O (water). Conditions: time 16 hour. Yields the product N(=[N+]=[N-])CC=1SC=C(N1)C#N (2-Azidomethyl-thiazole-4-carbonitrile). Isolated yield 93.1%. As a reaction SMILES: Br[CH2:2][C:3]1[S:4][CH:5]=[C:6]([C:8]#[N:9])[N:7]=1.[N-:10]=[N+:11]=[N-:12].[Na+]>CN(C=O)C.O>[N:10]([CH2:2][C:3]1[S:4][CH:5]=[C:6]([C:8]#[N:9])[N:7]=1)=[N+:11]=[N-:12] |f:1.2|. Procedure details: 2-Bromomethyl-thiazole-4-carbonitrile (1.6 g, 7.8 mmol) was dissolved in 20 mL DMF and sodium azide (0.768 g, 11.8 mmol) was added. The reaction was allowed to stir for 16 h at room temperature and then diluted with water (50 mL). The aqueous layer was extracted with ethyl acetate (3×) and the combined organic layers were washed again with 75 ml of brine, dried with anhydrous sodium sulfate and concentrated in vacuo to yield 1.20 g (92%) of the title compound as a gummy material which was used i... Reactants: C(C1=CC=CC=C1)N1CCC(CC1)(C1=CC=C(C=C1)C(N(CC)CC)=O)C=1C=C(C=CC1)OS(=O)(=O)C(F)(F)F (trifluoro-methanesulfonic acid 3-[1-benzyl-4-(4-diethylcarbamoyl-phenyl)-piperidin-4-yl]-phenyl ester), tetrakis triphenylphosphine palladium, CN(C)C=O (DMF). Reagents/catalysts: [C-]#N.[Zn+2].[C-]#N (zinc cyanide). Run in C(C)OCC (diethyl ether). Conditions: temperature 90 celsius, time 5 hour. Yields the product C(C1=CC=CC=C1)N1CCC(CC1)(C1=CC(=CC=C1)C#N)C1=CC=C(C(=O)N(CC)CC)C=C1 (4-[1-Benzyl-4-(3-cyano-phenyl)-piperidin-4-yl]-N,N-diethyl-benzamide). Isolated yield 91.0%. RXN SMILES: [CH2:1]([N:8]1[CH2:13][CH2:12][C:11]([C:27]2[CH:28]=[C:29](OS(C(F)(F)F)(=O)=O)[CH:30]=[CH:31][CH:32]=2)([C:14]2[CH:19]=[CH:18][C:17]([C:20](=[O:26])[N:21]([CH2:24][CH3:25])[CH2:22][CH3:23])=[CH:16][CH:15]=2)[CH2:10][CH2:9]1)[C:2]1[CH:7]=[CH:6][CH:5]=[CH:4][CH:3]=1.[CH3:41][N:42](C=O)C>C(OCC)C.[C-]#N.[Zn+2].[C-]#N>[CH2:1]([N:8]1[CH2:13][CH2:12][C:11]([C:14]2[CH:15]=[CH:16][C:17]([C:20]([N:21]([CH2:24][CH3:25])[CH2:22][CH3:23])=[O:26])=[CH:18][CH:19]=2)([C:27]2[CH:32]=[CH:31][CH:30]=[C:29]([C:41]#[N:42])[CH:28]=2)[CH2:10][CH2:9]1)[C:2]1[CH:7]=[CH:6][CH:5]=[CH:4][CH:3]=1 |f:3.4.5|. Procedure: To a solution of trifluoro-methanesulfonic acid 3-[1-benzyl-4-(4-diethylcarbamoyl-phenyl)-piperidin-4-yl]-phenyl ester (1.82 g, 3.16 mmol) in DMF (14 mL) was added zinc cyanide (0.26 g, 2.21 mmol) and tetrakis triphenylphosphine palladium (0.73 g, 0.63 mmol). The reaction was stirred under a nitrogen atmosphere at 90° C. for 5 hours. The mixture was cooled to room temperatures and it was diluted with diethyl ether (100 mL). The organic layer was washed with brine (5×10 mL), dried (MgSO4) and con... The reactants are COc1cc(C)ccc1S(=O)(=O)NC(=O)C(c1cc(OC)c2c(c1)OCO2)c1cn(C)c2cc(Br)ccc12, [Li]CCCC, CN(C)C=O, C1CCOC1. The product is COc1cc(C)ccc1S(=O)(=O)NC(=O)C(c1cc(OC)c2c(c1)OCO2)c1cn(C)c2cc(C=O)ccc12. As a reaction SMILES: [Br:6][c:7]1[cH:8][cH:9][c:10]2[c:11]([CH:17]([C:18](=[O:19])[NH:20][S:21](=[O:22])(=[O:23])[c:24]3[c:25]([O:31][CH3:32])[cH:26][c:27]([CH3:30])[cH:28][cH:29]3)[c:33]3[cH:34][c:35]4[c:36]([c:40]([O:42][CH3:43])[cH:41]3)[O:37][CH2:38][O:39]4)[cH:12][n:13]([CH3:16])[c:14]2[cH:15]1.[CH2:1]([Li:2])[CH2:3][CH2:4][CH3:5].[CH3:44][N:45]([CH:46]=[O:47])[CH3:48].[O:49]1[CH2:50][CH2:51][CH2:52][CH2:53]1>>[c:7]1([CH:46]=[O:47])[cH:8][cH:9][c:10]2[c:11]([CH:17]([C:18](=[O:19])[NH:20][S:21](=[O:22])(=[O:23])[c:24]3[c:25]([O:31][CH3:32])[cH:26][c:27]([CH3:30])[cH:28][cH:29]3)[c:33]3[cH:34][c:35]4[c:36]([c:40]([O:42][CH3:43])[cH:41]3)[O:37][CH2:38][O:39]4)[cH:12][n:13]([CH3:16])[c:14]2[cH:15]1. Starting materials: O1CCCC1 (tetrahydrofuran), C1(CC1)CO (cyclopropylmethanol), O1CCCC1 (tetrahydrofuran), BrC1=C(C2=C(C=NNC2=O)N1COCC[Si](C)(C)C)CBr (2-bromo-3-bromomethyl-1-(2-trimethylsilylethoxymethyl)-1,5-dihydropyrrolo[2,3-d]pyridazin-4-one), [H-].[Na+] (sodium hydride). Run in O (water). Conditions: time 30 minute. Product: BrC1=C(C2=C(C=NNC2=O)N1COCC[Si](C)(C)C)COCC1CC1 (2-Bromo-3-cyclopropylmethoxymethyl-1-(2-trimethylsilylethoxymethyl)-1,5-dihydropyrrolo[2,3-d]pyridazin-4-one). Yield: 28.2%. Reaction SMILES: O1CCCC1.[CH:6]1([CH2:9][OH:10])[CH2:8][CH2:7]1.[H-].[Na+].[Br:13][C:14]1[N:23]([CH2:24][O:25][CH2:26][CH2:27][Si:28]([CH3:31])([CH3:30])[CH3:29])[C:17]2[CH:18]=[N:19][NH:20][C:21](=[O:22])[C:16]=2[C:15]=1[CH2:32]Br>O>[Br:13][C:14]1[N:23]([CH2:24][O:25][CH2:26][CH2:27][Si:28]([CH3:31])([CH3:30])[CH3:29])[C:17]2[CH:18]=[N:19][NH:20][C:21](=[O:22])[C:16]=2[C:15]=1[CH2:32][O:10][CH2:9][CH:6]1[CH2:8][CH2:7]1 |f:2.3|. Procedure: To 10 ml of dehydrated tetrahydrofuran solution containing 0.92 g (13 mmol) of cyclopropylmethanol was added 0.25 g (6.2 mmol) of sodium hydride (60% dispersed material in mineral oil) under ice-cooling, the mixture was stirred at room temperature for 30 minutes, then, 10 ml of dehydrated tetrahydrofuran solution containing 0.56 g (1.3 mmol) of 2-bromo-3-bromomethyl-1-(2-trimethylsilylethoxymethyl)-1,5-dihydropyrrolo[2,3-d]pyridazin-4-one obtained in Reference example 24-(f) was further added to... Starting materials: Cl.ON1C(=NC=C1)SC1=CC=CC=C1 (1-hydroxy-2-phenylsulfanylimidazole, hydrochloride), N1(CCOCC1)C(=O)Cl (4-morpholine carbonyl chloride). The product is C1(=CC=CC=C1)SC=1N(C=CN1)OC(=O)N1CCOCC1 (Morpholine-4-carboxylic acid 2-phenylsulfanyl-imidazol-1-yl ester). RXN SMILES: Cl.[OH:2][N:3]1[CH:7]=[CH:6][N:5]=[C:4]1[S:8][C:9]1[CH:14]=[CH:13][CH:12]=[CH:11][CH:10]=1.[N:15]1([C:21](Cl)=[O:22])[CH2:20][CH2:19][O:18][CH2:17][CH2:16]1>>[C:9]1([S:8][C:4]2[N:3]([O:2][C:21]([N:15]3[CH2:20][CH2:19][O:18][CH2:17][CH2:16]3)=[O:22])[CH:7]=[CH:6][N:5]=2)[CH:14]=[CH:13][CH:12]=[CH:11][CH:10]=1 |f:0.1|. Procedure details: The title compound was prepared from 1-hydroxy-2-phenylsulfanylimidazole, hydrochloride and 4-morpholine carbonyl chloride applying the general procedure 8. The crude product was purified by flash chromatography (Quad flash 12, EtOAc) (98%, oil). Reactants: NC1=NC(=CC=2N1N=C(N2)C=2OC=CC2)N2CCNCC2 (5-Amino-2-(2-furyl)-7-piperazinyl[1,2,4]triazolo[1,5-c]pyrimidine), CC1=CC(=NO1)C=O (5-methylisoxazole-3-carboxaldehyde), [OH-].[Na+] (sodium hydroxide), C(C)(=O)O[BH-](OC(C)=O)OC(C)=O.[Na+] (sodium triacetoxyborohydride). The solvent is ClCCl (dichloromethane), O (water), C(C)(=O)O (acetic acid). Run at temperature 0 celsius, time 8 hour. Yields the product NC1=NC(=CC=2N1N=C(N2)C=2OC=CC2)N2CCN(CC2)CC2=NOC(=C2)C (5-Amino-2-(2-furyl)-7-(4-(5-methylisoxazol-3-ylmethyl)piperazinyl)[1,2,4]triazolo[1,5-c]pyrimidine). Isolated yield 11.1%. Reaction SMILES: [NH2:1][C:2]1[N:7]2[N:8]=[C:9]([C:11]3[O:12][CH:13]=[CH:14][CH:15]=3)[N:10]=[C:6]2[CH:5]=[C:4]([N:16]2[CH2:21][CH2:20][NH:19][CH2:18][CH2:17]2)[N:3]=1.[CH3:22][C:23]1[O:27][N:26]=[C:25]([CH:28]=O)[CH:24]=1.C(O[BH-](OC(=O)C)OC(=O)C)(=O)C.[Na+].[OH-].[Na+]>O.C(O)(=O)C.ClCCl>[NH2:1][C:2]1[N:7]2[N:8]=[C:9]([C:11]3[O:12][CH:13]=[CH:14][CH:15]=3)[N:10]=[C:6]2[CH:5]=[C:4]([N:16]2[CH2:17][CH2:18][N:19]([CH2:28][C:25]3[CH:24]=[C:23]([CH3:22])[O:27][N:26]=3)[CH2:20][CH2:21]2)[N:3]=1 |f:2.3,4.5|. Procedure: Into 15 mL of dichloromethane, 1.50 g (5.26 mmol) of Compound F and 934 mg (8.42 mmol) of 5-methylisoxazole-3-carboxaldehyde were dissolved, and the solution was cooled to 0° C. in an ice bath. Then, 1.5 mL of acetic acid and 1.78 g (8.42 mmol; 1.6 eq.) of sodium triacetoxyborohydride were added thereto, followed by stirring at room temperature overnight. After completion of the reaction, water was added to the reaction mixture, and a 1.0 mol/L aqueous sodium hydroxide solution was further added...